Dataset: the Open Reaction Database (ORD), a public repository of structured organic reaction records. Task: describe an organic reaction: reactants, conditions, products, and yield Reactants: C1(=CC=C(C=C1)S(=O)(=O)O)C.NC1(CCOCC1)CC(=O)OC (methyl 2-(4-aminotetrahydro-2H-pyran-4-yl)acetate p-toluenesulfonic acid salt), O(C(=O)OC(C)(C)C)C(=O)OC(C)(C)C ((BOC)2O), N[C@@H](CC(C)C)C(=O)O (Leu), C(C)(C)N(CC)C(C)C (diisopropylethylamine). Run in O1CCOCC1 (dioxane). Reaction conditions: time 60 hour. The product is C(C)(C)(C)OC(=O)NC1(CCOCC1)CC(=O)OC (Methyl 2-(4-(tert-butoxycarbonylamino)tetrahydro-2H-pyran-4-yl)acetate). RXN SMILES: C1(C)C=CC(S(O)(=O)=O)=CC=1.[NH2:12][C:13]1([CH2:19][C:20]([O:22][CH3:23])=[O:21])[CH2:18][CH2:17][O:16][CH2:15][CH2:14]1.N[C@H](C(O)=O)CC(C)C.C(N(C(C)C)CC)(C)C.[O:42](C(OC(C)(C)C)=O)[C:43]([O:45][C:46]([CH3:49])([CH3:48])[CH3:47])=O>O1CCOCC1>[C:46]([O:45][C:43]([NH:12][C:13]1([CH2:19][C:20]([O:22][CH3:23])=[O:21])[CH2:14][CH2:15][O:16][CH2:17][CH2:18]1)=[O:42])([CH3:49])([CH3:48])[CH3:47] |f:0.1|. Procedure details: To a solution of methyl 2-(4-aminotetrahydro-2H-pyran-4-yl)acetate p-toluenesulfonic acid salt (prepared in the similar manner as described in Bioorg. Med. Chem. Leu. 2006, 16, 2699-2704, 1.0 g, 2.9 mmol) in anhydrous dioxane (5 mL) was sequentially added diisopropylethylamine (1 mL, 5.8 mmol) and (BOC)2O (1.26 g, 5.8 mmol) at room temperature. Upon completion of addition, the reaction mixture was stirred at room temperature for 60 h, concentrated under reduced pressure and partitioned between e... The reactants are FC(C1=CC=C(C=C1)S(=O)(=O)Cl)(F)F (4-trifluoromethylbenzenesulfonyl chloride), C1(=CC=CC=C1)C1=CC(=CN1S(=O)(=O)C1=CC=C(C=C1)C(F)(F)F)C(=O)OCC (ethyl 5-phenyl-1-{[4-(trifluoromethyl)phenyl]sulfonyl}-1H-pyrrole-3-carboxylate). Product: C1(=CC=CC=C1)C1=CC(=CN1S(=O)(=O)C1=CC=C(C=C1)C(F)(F)F)C=O (5-Phenyl-1-{[4-(trifluoromethyl)phenyl]sulfonyl}-1H-pyrrole-3-carbaldehyde). Reaction SMILES: FC(F)(F)C1C=CC(S(Cl)(=O)=O)=CC=1.[C:15]1([C:21]2[N:25]([S:26]([C:29]3[CH:34]=[CH:33][C:32]([C:35]([F:38])([F:37])[F:36])=[CH:31][CH:30]=3)(=[O:28])=[O:27])[CH:24]=[C:23]([C:39](OCC)=[O:40])[CH:22]=2)[CH:20]=[CH:19][CH:18]=[CH:17][CH:16]=1>>[C:15]1([C:21]2[N:25]([S:26]([C:29]3[CH:34]=[CH:33][C:32]([C:35]([F:38])([F:36])[F:37])=[CH:31][CH:30]=3)(=[O:27])=[O:28])[CH:24]=[C:23]([CH:39]=[O:40])[CH:22]=2)[CH:16]=[CH:17][CH:18]=[CH:19][CH:20]=1. Procedure details: Using 4-trifluoromethylbenzenesulfonyl chloride instead of tosyl chloride, a procedure as in Reference Example 4 was performed to synthesize ethyl 5-phenyl-1-{[4-(trifluoromethyl)phenyl]sulfonyl}-1H-pyrrole-3-carboxylate, and procedures as in Reference Examples 5 and 6 were sequentially performed to give the title compound as a colorless solid.